From a dataset of the Open Reaction Database (ORD), a public repository of structured organic reaction records. describe an organic reaction: reactants, conditions, products, and yield Solvent: CC(=O)C (acetone). Procedure: A fine-powder crystal of 2-ethyl-3-(2-furyl)acrylic acid anhydride was prepared from 2-ethyl-3-(2-furyl)acrylic acid in the same manner as in Example 1. Then, the fine-powder crystal was dissolved in acetone and the acetone was evaporated by circulating an argon gas in the same manner as in Example 1 to form a single crystal of 2-ethyl-3-(2-furyl)acrylic acid anhydride having a size of 5×2×1.5 mm. The single crystal was fixed on a goniohead and irradiated with Nd:YAG laser light (wavelength; 106... Starting materials: C(C)C(C(=O)O)=CC=1OC=CC1 (2-ethyl-3-(2-furyl)acrylic acid). Reaction SMILES: [CH2:1]([C:3](=[CH:7][C:8]1[O:9][CH:10]=[CH:11][CH:12]=1)[C:4]([OH:6])=[O:5])[CH3:2]>CC(C)=O>[CH2:1]([C:3](=[CH:7][C:8]1[O:9][CH:10]=[CH:11][CH:12]=1)[C:4]([O:5][C:4](=[O:6])[C:3]([CH2:1][CH3:2])=[CH:7][C:8]1[O:9][CH:10]=[CH:11][CH:12]=1)=[O:5])[CH3:2]. Product: C(C)C(C(=O)OC(C(=CC=1OC=CC1)CC)=O)=CC=1OC=CC1 (2-ethyl-3-(2-furyl)acrylic acid anhydride). RXN SMILES: C([O:3][P:4]([CH:9]([NH:18][C:19]1[S:20][CH:21]=[CH:22][N:23]=1)[P:10]([O:15]CC)(=[O:14])[O:11]CC)(=[O:8])[O:5]CC)C>Cl>[S:20]1[CH:21]=[CH:22][N:23]=[C:19]1[NH:18][CH:9]([P:4]([OH:8])(=[O:3])[OH:5])[P:10]([OH:14])(=[O:11])[OH:15]. Solvent: Cl (hydrochloric acid). Reported procedure: 6.57 g (17 mmol) of 1-(thiazol-2-ylamino)-methane-1,1-diphosphonic acid tetraethyl ester are dissolved in 70 ml of N hydrochloric acid and heated under reflux for 6 hours. In the course of the reaction, the product separates out in the form of a fine white precipitate. After cooling to room temperature, filtration is carried out and the product is washed with aqueous methanol. 4.33 g (93% of the theoretical yield) of 1-(thiazol-2-ylamino)methane-1,1-diphosphonic acid of m.p. 275° (decomposition)... The reactants are C(C)OP(OCC)(=O)C(P(OCC)(=O)OCC)NC=1SC=CN1 (1-(thiazol-2-ylamino)-methane-1,1-diphosphonic acid tetraethyl ester). Product: S1C(=NC=C1)NC(P(O)(=O)O)P(O)(=O)O (1-(thiazol-2-ylamino)methane-1,1-diphosphonic acid). Solvent: C(C)(C)O (isopropyl alcohol), O (water). Isolated yield 120.3%. RXN SMILES: [H][H].C([N:10]1[C:14]([CH2:15][CH2:16][O:17][CH2:18][C:19]([OH:21])=[O:20])=[CH:13][N:12]=[N:11]1)C1C=CC=CC=1>C(O)(C)C.O.[Pd](Cl)Cl>[NH:10]1[C:14]([CH2:15][CH2:16][O:17][CH2:18][C:19]([OH:21])=[O:20])=[CH:13][N:12]=[N:11]1. Procedure: Pressurize 1 atmosphere of hydrogen (g) to a flask containing [2-(1-benzyl-1H-1,2,3-triazol-5-yl)ethoxy]acetic acid (10.1 g; 1.00 equiv; 38.66 mmoles) and palladium (II) chloride (3 g; 16.92 mmoles; 3.00 g) in isopropyl alcohol (300 mL) and water (60 mL). Maintain the flask under a hydrogen atmosphere for 3 h, then filter through Celite™ and concentrate. Add toluene (2×50 mL) and concentrate to afford the title compound (7.96 g, 100%). 1H NMR (d6-DMSO): 2.86 (t, J=7 Hz, 2H), 3.65 (t, J=7 Hz, 2H)... Reagents/catalysts: [Pd](Cl)Cl (palladium (II) chloride). The reactants are [H][H] (hydrogen), C(C1=CC=CC=C1)N1N=NC=C1CCOCC(=O)O ([2-(1-benzyl-1H-1,2,3-triazol-5-yl)ethoxy]acetic acid). Yields the product N1N=NC=C1CCOCC(=O)O (2-[2-(1H-triazol-5-yl)ethoxy]acetic acid). The reactants are C(C1=CC=CC=C1)Br (benzyl bromide), C(C)(=O)C=1C=CC(=C(C1)N=C1SCC(N1CC1=CC=CC=C1)=O)NCC (2-(5-acetyl-2-ethylamino-phenylimino)-3-benzyl-thiazolidin-4-one), solution, C[Si](C)(C)[N-][Si](C)(C)C.[Li+] (lithium bis(trimethylsilyl)amide). Run in C1CCOC1 (THF), C1CCOC1 (THF). Run at temperature 0 celsius, time 2 hour. Yields the product C(C)(=O)C=1C=CC(=C(C1)N=C1SC(C(N1CC1=CC=CC=C1)=O)CC1=CC=CC=C1)NCC (2-(5-acetyl-2-ethylamino-phenylimino)-3,5-dibenzyl-thiazolidin-4-one). Isolated yield 8.0%. RXN SMILES: [C:1]([C:4]1[CH:5]=[CH:6][C:7]([NH:24][CH2:25][CH3:26])=[C:8]([N:10]=[C:11]2[N:15]([CH2:16][C:17]3[CH:22]=[CH:21][CH:20]=[CH:19][CH:18]=3)[C:14](=[O:23])[CH2:13][S:12]2)[CH:9]=1)(=[O:3])[CH3:2].C[Si]([N-][Si](C)(C)C)(C)C.[Li+].[CH2:37](Br)[C:38]1[CH:43]=[CH:42][CH:41]=[CH:40][CH:39]=1>C1COCC1>[C:1]([C:4]1[CH:5]=[CH:6][C:7]([NH:24][CH2:25][CH3:26])=[C:8]([N:10]=[C:11]2[N:15]([CH2:16][C:17]3[CH:18]=[CH:19][CH:20]=[CH:21][CH:22]=3)[C:14](=[O:23])[CH:13]([CH2:37][C:38]3[CH:43]=[CH:42][CH:41]=[CH:40][CH:39]=3)[S:12]2)[CH:9]=1)(=[O:3])[CH3:2] |f:1.2|. Procedure details: To a stirred solution of 2-(5-acetyl-2-ethylamino-phenylimino)-3-benzyl-thiazolidin-4-one (0.11 g, 0.30 mmol) in THF (3 mL, anhyd) chilled to 0° C. was added dropwise 1.0 M solution of lithium bis(trimethylsilyl)amide in THF (0.30 mL, 0.30 mmol). After 5 min benzyl bromide (36 μL, 0.30 mmol) was added to the reaction mixture, which was stirred at 0° C. for 2 h and then allowed to warm to ambient temperature. After 1 h the reaction mixture was quenched with satd NH4Cl and extracted with EtOAc. Th... The product is FC(OC1=C(C(=O)O)C(=CC=C1)F)F (2-[(Difluoromethyl)oxy]-6-fluorobenzoic acid). Conditions: time 15 hour. Isolated yield 60.9%. The solvent is O1CCOCC1 (dioxane), O (water). Starting materials: FC(OC1=C(C(=O)OC)C(=CC=C1)F)F (methyl 2-[(difluoromethyl)oxy]-6-fluorobenzoate), [OH-].[Li+] (lithium hydroxide). Procedure details: To a solution of methyl 2-[(difluoromethyl)oxy]-6-fluorobenzoate (800 mg) in anhydrous dioxane (20 ml) was added a solution of lithium hydroxide (260 mg) in water (10 ml). It was stirred for 15 hours, evaporated, dissolved in water (25 ml) and extracted with ethyl acetate (25 ml) and ether (25 ml). The aqueous phase was acidified with 5M hydrochloric acid and extracted with ethyl acetate (2×25 ml). The combined organic phases were washed with water (10 ml) and saturated brine (10 ml), dried over... RXN SMILES: [F:1][CH:2]([F:15])[O:3][C:4]1[CH:13]=[CH:12][CH:11]=[C:10]([F:14])[C:5]=1[C:6]([O:8]C)=[O:7].[OH-].[Li+]>O1CCOCC1.O>[F:15][CH:2]([F:1])[O:3][C:4]1[CH:13]=[CH:12][CH:11]=[C:10]([F:14])[C:5]=1[C:6]([OH:8])=[O:7] |f:1.2|. Starting materials: C(C)(C)(C)OC(=O)N1CCC(CC1)\C=C\C1=CC=C2C(=NN(C2=C1)CC1=CC=C(C=C1)F)C1CCN(CC1)CC(=O)OC(C)(C)C (4-{2-[3-(1-tert-Butoxycarbonylmethyl-piperidin-4-yl)-1-(4-fluoro-benzyl)-1H-indazol-6-yl]-(E)-vinyl}piperidine-1-carboxylic acid tert-butyl ester), FC(C(=O)O)(F)F (trifluoroacetic acid), O (water). Product: FC(C(=O)O)(F)F.FC1=CC=C(CN2N=C(C3=CC=C(C=C23)\C=C\C2CCNCC2)C2CCN(CC2)CC(=O)O)C=C1 ({4-[1-(4-Fluoro-benzyl)-6-(2-piperidin-4-yl-(E)-vinyl)-1H-indazol-3-yl]-piperidin-1-yl}-acetic acid trifluoroacetate). Reaction SMILES: C(OC([N:8]1[CH2:13][CH2:12][CH:11](/[CH:14]=[CH:15]/[C:16]2[CH:24]=[C:23]3[C:19]([C:20]([CH:33]4[CH2:38][CH2:37][N:36]([CH2:39][C:40]([O:42]C(C)(C)C)=[O:41])[CH2:35][CH2:34]4)=[N:21][N:22]3[CH2:25][C:26]3[CH:31]=[CH:30][C:29]([F:32])=[CH:28][CH:27]=3)=[CH:18][CH:17]=2)[CH2:10][CH2:9]1)=O)(C)(C)C.O.[F:48][C:49]([F:54])([F:53])[C:50]([OH:52])=[O:51]>>[F:48][C:49]([F:54])([F:53])[C:50]([OH:52])=[O:51].[F:32][C:29]1[CH:28]=[CH:27][C:26]([CH2:25][N:22]2[C:23]3[C:19](=[CH:18][CH:17]=[C:16](/[CH:15]=[CH:14]/[CH:11]4[CH2:10][CH2:9][NH:8][CH2:13][CH2:12]4)[CH:24]=3)[C:20]([CH:33]3[CH2:38][CH2:37][N:36]([CH2:39][C:40]([OH:42])=[O:41])[CH2:35][CH2:34]3)=[N:21]2)=[CH:31][CH:30]=1 |f:3.4|. Procedure: 4-{2-[3-(1-tert-Butoxycarbonylmethyl-piperidin-4-yl)-1-(4-fluoro-benzyl)-1H-indazol-6-yl]-(E)-vinyl}piperidine-1-carboxylic acid tert-butyl ester (181 mg, 0.29 mmol) was stirred in trifluoroacetic acid (10 ml), containing water (1 ml) at +25° for 2.5 h. The solution was evaporated in vacuo and the residue purified by preparative h.p.l.c. using standard conditions (gradient profile 10-30% (ii) in 1 min, 30% (ii) isochratic for 30 min, 30-10% (ii) in 1 min), but with a flow rate of 20 ml/min. The ... Reactants: CC1=CC(=C(C=C1)C1=CC=CC=C1)[N+](=O)[O-] (4-Methyl-2-nitrobiphenyl), [H][H] (hydrogen). The reagents and catalysts are [Pd] (palladium on carbon). The solvent is C(C)O (ethanol). The product is NC1=C(C=CC(=C1)C)C1=CC=CC=C1 (2-amino-4-methylbiphenyl). The yield is 96.1%. RXN SMILES: [CH3:1][C:2]1[CH:7]=[CH:6][C:5]([C:8]2[CH:13]=[CH:12][CH:11]=[CH:10][CH:9]=2)=[C:4]([N+:14]([O-])=O)[CH:3]=1.[H][H]>C(O)C.[Pd]>[NH2:14][C:4]1[CH:3]=[C:2]([CH3:1])[CH:7]=[CH:6][C:5]=1[C:8]1[CH:9]=[CH:10][CH:11]=[CH:12][CH:13]=1. Procedure: A solution of 44 g (0.21 mol) of 2-nitro-4-methylbiphenyl prepared in Example 1 in 250 ml of ethanol was hydrogenated over 3.0 g of 5% palladium on carbon in a Parr shaker. The uptake of hydrogen stopped after 45 minutes, and the reaction mixture was filtered and concentrated to give 37 g (97%) of 2-amino-4-methylbiphenyl as a brown liquid. This material was distilled through a 15 cm Vigreaux column to give 33 g (87%) of pure 2-amino-4-methylbiphenyl as a colorless liquid, which turned brown on ...